From a dataset of the Open Reaction Database (ORD), a public repository of structured organic reaction records. describe an organic reaction: reactants, conditions, products, and yield Reactants: Cl.ClC=1C=C(C=C2C=C(NC12)C(=O)N1CCC(CC1)(F)F)C(=O)O (7-chloro-2-(4,4-difluoro-piperidine-1-carbonyl)-1H-indole-5-carboxylic acid hydrochloride), ClC=1C=C(C=C2C=C(NC12)C(=O)O)C(=O)O (7-chloro-1H-indole-2,5-dicarboxylic acid), ClC=1C=C(C=C2C=C(NC12)C(=O)O)C(=O)O (7-chloro-1H-indole-2,5-dicarboxylic acid), C(C)(C)N1CCNCC1 (1-isopropylpiperazine), F[B-](F)(F)F.N1(N=NC2=C1C=CC=C2)OC(=[N+](C)C)N(C)C (O-(benzotriazol-1-yl)-N,N,N′,N′-tetramethyluronium tetrafluoroborate), C(C)(C)N(C(C)C)CC (N,N-diisopropylethylamine). Solvent: CN(C=O)C (N,N-dimethylformamide). Product: ClC=1C=C(C=C2C=C(NC12)C(=O)N1CCN(CC1)C(C)C)C(=O)N1CCN(CC1)C(C)C ([7-Chloro-5-(4-isopropyl-piperazine-1-carbonyl)-1H-indol-2-yl]-(4-isopropyl-piperazin-1-yl)-methanone). As a reaction SMILES: Cl.[Cl:2][C:3]1[CH:4]=[C:5]([C:22]([OH:24])=O)[CH:6]=[C:7]2[C:11]=1[NH:10][C:9]([C:12]([N:14]1[CH2:19][CH2:18]C(F)(F)[CH2:16][CH2:15]1)=[O:13])=[CH:8]2.ClC1C=C(C(O)=O)C=C2C=1[NH:33][C:32]([C:35](O)=O)=[CH:31]2.[CH:41]([N:44]1[CH2:49][CH2:48][NH:47][CH2:46][CH2:45]1)([CH3:43])[CH3:42].F[B-](F)(F)F.N1(OC(N(C)C)=[N+](C)C)C2C=CC=CC=2N=N1.C(N(CC)C(C)C)(C)C>CN(C)C=O>[Cl:2][C:3]1[CH:4]=[C:5]([C:22]([N:47]2[CH2:48][CH2:49][N:44]([CH:41]([CH3:43])[CH3:42])[CH2:45][CH2:46]2)=[O:24])[CH:6]=[C:7]2[C:11]=1[NH:10][C:9]([C:12]([N:14]1[CH2:15][CH2:16][N:33]([CH:32]([CH3:35])[CH3:31])[CH2:18][CH2:19]1)=[O:13])=[CH:8]2 |f:0.1,4.5|. Procedure: The title compounds were synthesized in analogy to example 1, from 7-chloro-2-(4,4-difluoro-piperidine-1-carbonyl)-1H-indole-5-carboxylic acid hydrochloride and 7-chloro-1H-indole-2,5-dicarboxylic acid (intermediate c), 1-isopropylpiperazine (commercially available), O-(benzotriazol-1-yl)-N,N,N′,N′-tetramethyluronium tetrafluoroborate (commercially available) and N,N-diisopropylethylamine in N,N-dimethylformamide. The products were separated by silica gel chromatography using dichloromethane:met... Reactants: C(C1=CC=CC=C1)OC(=O)[C@H](CC(C)C)N1C(C(C1C1=CC=CC=C1)N=[N+]=[N-])=O (1-(1(S)-Benzyloxycarbonyl-3-methylbutyl)-3-azido-4-phenylazetidin-2-one). The reagents and catalysts are [Pd] (Pd-C). Run in C(C)O (ethanol). Yields the product N[C@@H](CC1=CC=CC=C1)C(=O)N[C@@H](CC(C)C)C(=O)O (L-phenylalanyl-L-leucine). Reaction SMILES: C([O:8][C:9]([C@@H:11]([N:16]1[CH:19]([C:20]2[CH:25]=[CH:24][CH:23]=[CH:22][CH:21]=2)[CH:18]([N:26]=[N+]=[N-])[C:17]1=[O:29])[CH2:12][CH:13]([CH3:15])[CH3:14])=[O:10])C1C=CC=CC=1>[Pd].C(O)C>[NH2:26][C@H:18]([C:17]([NH:16][C@H:11]([C:9]([OH:10])=[O:8])[CH2:12][CH:13]([CH3:14])[CH3:15])=[O:29])[CH2:19][C:20]1[CH:25]=[CH:24][CH:23]=[CH:22][CH:21]=1. Procedure: 1-(1(S)-Benzyloxycarbonyl-3-methylbutyl)-3-azido-4-phenylazetidin-2-one (200 mg., 0.51 mmol) was hydrogenated in 10 ml. of ethanol at 50° C. for 19 hours under ambient pressure using a 10% Pd-C (270 mg.) as a catalyst to give D/L-phenylalanyl-L-leucine quantitatively.